Dataset: the Open Reaction Database (ORD), a public repository of structured organic reaction records. Task: describe an organic reaction: reactants, conditions, products, and yield Starting materials: [H-].[Na+] (sodium hydride), oil, C(C)(C)(C)C1=C(C(=CC(=C1)S)C(C)(C)C)O (2,6-di-t-butyl-4-mercaptophenol), SC1=C(C=CC=C1)O (mercaptophenol), C1(=CC=CC=C1)S(=O)(=O)O[C@H](C(=O)OC)C (methyl (2S)-2-(phenylsulfonyloxy)propanate), C1(=CC=CC=C1)S(=O)(=O)O[C@H](C(=O)OC)C (methyl (2S)-2-(phenylsulfonyloxy)propanate). Solvent: C(C)#N (acetonitrile), C(C)#N (acetonitrile), C(C)#N (acetonitrile). Reaction conditions: temperature 25 celsius. Product: C(C)(C)(C)C=1C=C(C=C(C1O)C(C)(C)C)[C@H](C(=S)OC)C (Methyl (2R)-2-(3,5-Di-t-butyl-4-hydroxyphenyl)thiopropanoate). The yield is 81.0%. Reaction SMILES: [H-].[Na+].[C:3]([C:7]1[CH:12]=[C:11](S)[CH:10]=[C:9]([C:14]([CH3:17])([CH3:16])[CH3:15])[C:8]=1[OH:18])([CH3:6])([CH3:5])[CH3:4].[SH:19]C1C=CC=CC=1O.C1(S(O[C@@H:37]([CH3:42])[C:38]([O:40][CH3:41])=O)(=O)=O)C=CC=CC=1>C(#N)C>[C:3]([C:7]1[CH:12]=[C:11]([C@@H:37]([CH3:42])[C:38]([O:40][CH3:41])=[S:19])[CH:10]=[C:9]([C:14]([CH3:17])([CH3:16])[CH3:15])[C:8]=1[OH:18])([CH3:6])([CH3:5])[CH3:4] |f:0.1|. Reported procedure: To a solution of 60% sodium hydride in mineral oil (7.0 g, 0.20 mol) and acetonitrile (200 mL) under a nitrogen atmosphere was added dropwise a solution of 2,6-di-t-butyl-4-mercaptophenol (A) (53.7 g, 0.23 mol, 90%) in acetonitrile (100 mL) over a 1 h period. The reaction mixture was stirred at 25° C. for an additional hour to ensure complete anion generation. To the mercaptophenol anion was added a solution of methyl (2S)-2-(phenylsulfonyloxy)propanate (50 g, 0.20 mol, 12) in acetonitrile (100 ... Starting materials: dialdehyde, [Br-].C1(=CC=CC=C1)[PH+](C1=CC=CC=C1)C1=CC=CC=C1 (triphenylphosphonium bromide), Wittig salt, (C25 -)-β-apo-12'-carotenal, CC1=C(C(CCC1)(C)C)/C=C/C(=C/C=C/C(=C/C=C/C=C(\C)/C=C/C=C(\C)/C=C/C2=C(C[C@H](CC2(C)C)O)C)/C)/C (β-cryptoxanthin), 11, (C25 -)-α-apo-12'-carotenal, Wittig reagent. Solvent: O1CC1CC (1,2-epoxybutane), CC1=C(C(C[C@@H](C1)O)(C)C)/C=C/C(=C/C=C/C(=C/C=C/C=C(/C=C/C=C(/C=C/C2=C(C[C@H](CC2(C)C)O)C)\C)\C)/C)/C (zeaxanthin), O1CC1CC (1,2-epoxybutane). The product is CC1=C(C(C[C@@H](C1)O)(C)C)/C=C/C(=C/C=C/C(=C/C=C/C=C(\C)/C=C/C=C(\C)/C=C/[C@H]2C(=CCCC2(C)C)C)/C)/C (zeinoxanthin). As a reaction SMILES: [Br-].C1([PH+](C2C=CC=CC=2)C2C=CC=CC=2)C=CC=CC=1.[CH3:21][C:22]1[CH2:27][CH2:26][CH2:25][C:24]([CH3:29])([CH3:28])[C:23]=1/[CH:30]=[CH:31]/[C:32](/[CH3:61])=[CH:33]/[CH:34]=[CH:35]/[C:36](/[CH3:60])=[CH:37]/[CH:38]=[CH:39]/[CH:40]=[C:41](/[CH:43]=[CH:44]/[CH:45]=[C:46](/[CH:48]=[CH:49]/[C:50]1[C:55]([CH3:57])([CH3:56])[CH2:54][C@H:53]([OH:58])[CH2:52][C:51]=1[CH3:59])\[CH3:47])\[CH3:42]>O1C(CC)C1.CC1C[C@@H](O)CC(C)(C)C=1/C=C/C(/C)=C/C=C/C(/C)=C/C=C/C=C(\C)/C=C/C=C(\C)/C=C/C1C(C)(C)C[C@H](O)CC=1C>[CH3:59][C:51]1[CH2:52][C@@H:53]([OH:58])[CH2:54][C:55]([CH3:56])([CH3:57])[C:50]=1/[CH:49]=[CH:48]/[C:46](/[CH3:47])=[CH:45]/[CH:44]=[CH:43]/[C:41](/[CH3:42])=[CH:40]/[CH:39]=[CH:38]/[CH:37]=[C:36](/[CH:35]=[CH:34]/[CH:33]=[C:32](/[CH:31]=[CH:30]/[C@@H:23]1[C:24]([CH3:29])([CH3:28])[CH2:25][CH2:26][CH:27]=[C:22]1[CH3:21])\[CH3:61])\[CH3:60] |f:0.1|. Procedure: The ketone 1 prepared from isophorone is reacted with a Grignard reagent prepared from but-3-yn-2-ol to give the diol 2, from which the dihydroxyketone 3 is formed by eliminating the ethylenedioxy protective group. The dihydroxyketone 3 can be reduced with lithium aluminum hydride to the triol 4, which can be reacted with acetic anhydride in pyridine to give the acetate 5. Dehydration of 5 with phosphoryl chloride in pyridine gives the enyne diacetate 7, which can be reduced with lithium aluminu... The reactants are CCCC#Cc1c(C)cccc1C(=O)NC1(C(=O)OCC)Cc2ccccc2C1, CCO, [K+], [OH-], O. Yields the product CCCC#Cc1c(C)cccc1C(=O)NC1(C(=O)O)Cc2ccccc2C1. As a reaction SMILES: [CH2:1]([CH3:2])[O:3][C:4](=[O:5])[C:6]1([NH:15][C:16]([c:17]2[c:18]([C:24]#[C:25][CH2:26][CH2:27][CH3:28])[c:19]([CH3:23])[cH:20][cH:21][cH:22]2)=[O:29])[CH2:7][c:8]2[cH:9][cH:10][cH:11][cH:12][c:13]2[CH2:14]1.[CH3:33][CH2:34][OH:35].[K+:31].[OH-:30].[OH2:32]>>[O:3]=[C:4]([OH:5])[C:6]1([NH:15][C:16]([c:17]2[c:18]([C:24]#[C:25][CH2:26][CH2:27][CH3:28])[c:19]([CH3:23])[cH:20][cH:21][cH:22]2)=[O:29])[CH2:7][c:8]2[cH:9][cH:10][cH:11][cH:12][c:13]2[CH2:14]1. Reactants: CC(=O)[O-], CO, N#CBr, CN(C(=O)c1ccc(Cl)cc1)c1ccc(CCC(N)CO)cc1, [NH-]c1ccc(CCC(N)CO)cc1, N, [Na+]. Product: CN(C(=O)c1ccc(Cl)cc1)c1ccc(CCC2COC(N)=N2)cc1. RXN SMILES: [CH3:38][C:39](=[O:40])[O-:41].[CH3:46][OH:47].[N:42]#[C:43][Br:44].[NH2:14][CH:15]([CH2:16][CH2:17][c:18]1[cH:19][cH:20][c:21]([N:24]([C:25]([c:26]2[cH:27][cH:28][c:29]([Cl:32])[cH:30][cH:31]2)=[O:33])[CH3:34])[cH:22][cH:23]1)[CH2:35][OH:36].[NH2:1][CH:2]([CH2:3][OH:4])[CH2:5][CH2:6][c:7]1[cH:8][cH:9][c:10]([NH-:11])[cH:12][cH:13]1.[NH3:45].[Na+:37]>>[NH2:1][C:2]1=[N:14][CH:15]([CH2:16][CH2:17][c:18]2[cH:19][cH:20][c:21]([N:24]([C:25]([c:26]3[cH:27][cH:28][c:29]([Cl:32])[cH:30][cH:31]3)=[O:33])[CH3:34])[cH:22][cH:23]2)[CH2:35][O:36]1. The reactants are C(C)(C)C1=CC=C(C=C1)C1COC2=C1C(=C(C(=C2C)C)NC(OCC(Cl)(Cl)Cl)=O)C (2,2,2-trichloroethyl (3-(4-isopropylphenyl)-4,6,7-trimethyl-2,3-dihydro-1-benzofuran-5-yl)carbamate), COCCN (2-methoxyethylamine). Solvent: CCCCCC.C(C)(=O)OCC (hexane ethyl acetate). The product is C(C)(C)C1=CC=C(C=C1)C1COC2=C1C(=C(C(=C2C)C)NC(=O)NCCOC)C (N-(3-(4-Isopropylphenyl)-4,6,7-trimethyl-2,3-dihydro-1-benzofuran-5-yl)-N′-(2-methoxyethyl)urea). Yield: 58.0%. RXN SMILES: [CH:1]([C:4]1[CH:9]=[CH:8][C:7]([CH:10]2[C:14]3[C:15]([CH3:30])=[C:16]([NH:21][C:22](=O)[O:23]CC(Cl)(Cl)Cl)[C:17]([CH3:20])=[C:18]([CH3:19])[C:13]=3[O:12][CH2:11]2)=[CH:6][CH:5]=1)([CH3:3])[CH3:2].[CH3:31][O:32][CH2:33][CH2:34][NH2:35]>CCCCCC.C(OCC)(=O)C>[CH:1]([C:4]1[CH:9]=[CH:8][C:7]([CH:10]2[C:14]3[C:15]([CH3:30])=[C:16]([NH:21][C:22]([NH:35][CH2:34][CH2:33][O:32][CH3:31])=[O:23])[C:17]([CH3:20])=[C:18]([CH3:19])[C:13]=3[O:12][CH2:11]2)=[CH:6][CH:5]=1)([CH3:3])[CH3:2] |f:2.3|. Procedure: Using 2,2,2-trichloroethyl (3-(4-isopropylphenyl)-4,6,7-trimethyl-2,3-dihydro-1-benzofuran-5-yl)carbamate obtained in Example 138 and 2-methoxyethylamine, the title compound was synthesized in the same manner as in Example 143. Yield: 58%. Melting point: 172-173° C. (hexane-ethyl acetate). Reactants: FC(C1=CC2=C(N(N=N2)COCC[Si](C)(C)C)C(=C1)C=O)(F)F (5-(trifluoromethyl)-1-((2-(trimethylsilyl)ethoxy)methyl)-1H-benzo[d][1,2,3]triazole-7-carbaldehyde), FC(C=1C=C(C=2C(=NN(N2)COCC[Si](C)(C)C)C1)C=O)(F)F (6-(trifluoromethyl)-2-((2-(trimethylsilyl)ethoxy)methyl)-2H-benzo[d][1,2,3]triazole-4-carbaldehyde). The product is FC(C=1C=C(C2=C(N(N=N2)COCC[Si](C)(C)C)C1)C=O)(F)F (6-(trifluoromethyl)-1-((2-(trimethylsilyl)ethoxy)methyl)-1H-benzo[d][1,2,3]triazole-4-carbaldehyde). Reaction SMILES: FC(F)(F)C1C=C(C=O)C2N([CH2:10][O:11][CH2:12][CH2:13][Si:14]([CH3:17])([CH3:16])[CH3:15])N=NC=2C=1.[F:24][C:25]([F:46])([F:45])[C:26]1[CH:27]=[C:28]([CH:43]=[O:44])[C:29]2[C:30]([CH:42]=1)=[N:31][N:32](COCC[Si](C)(C)C)[N:33]=2>>[F:46][C:25]([F:24])([F:45])[C:26]1[CH:27]=[C:28]([CH:43]=[O:44])[C:29]2[N:33]=[N:32][N:31]([CH2:10][O:11][CH2:12][CH2:13][Si:14]([CH3:17])([CH3:16])[CH3:15])[C:30]=2[CH:42]=1. Procedure: 5-(Trifluoromethyl)-1-((2-(trimethylsilyl)ethoxy)methyl)-1H-benzo[d][1,2,3]triazole-7-carbaldehyde and 6-(Trifluoromethyl)-2-((2-(trimethylsilyl)ethoxy)methyl)-2H-benzo[d][1,2,3]triazole-4-carbaldehyde and 6-(Trifluoromethyl)-1-((2-(trimethylsilyl)ethoxy)methyl)-1H-benzo[d][1,2,3]triazole-4-carbaldehyde. To a solution of 5-(trifluoromethyl)-1H-benzo[d][1,2,3]triazole-7-carbaldehyde (700 mg, 2.027 mmol) and N-methyldicyclohexylamine (0.59 mL, 2.74 mmol) in tetrahydrofuran (6 mL) at 0° C. was adde... Reactants: solution, Cl (HCl), FC(C(=O)[O-])(F)F.C(C)(C)(C)OC(=O)NC1C[N+](CCC1)(CCCC1=CC=C(C=C1)C(=O)OC)CCCC1=CC=C(C=C1)C(=O)OC (3-tert-butoxycarbonylamino-1,1-bis-[3-(4-methoxycarbonyl-phenyl)-propyl]-piperidinium trifluoroacetate). The solvent is O1CCOCC1 (dioxane), O1CCOCC1 (dioxane). Conditions: time 8 hour. The product is Cl.[Cl-].NC1C[N+](CCC1)(CCCC1=CC=C(C=C1)C(=O)OC)CCCC1=CC=C(C=C1)C(=O)OC (3-Amino-1,1-bis-[3-(4-methoxycarbonyl-phenyl)-propyl]-piperidinium chloride hydrochloride). RXN SMILES: FC(F)(F)C([O-])=O.C(OC([NH:15][CH:16]1[CH2:21][CH2:20][CH2:19][N+:18]([CH2:35][CH2:36][CH2:37][C:38]2[CH:43]=[CH:42][C:41]([C:44]([O:46][CH3:47])=[O:45])=[CH:40][CH:39]=2)([CH2:22][CH2:23][CH2:24][C:25]2[CH:30]=[CH:29][C:28]([C:31]([O:33][CH3:34])=[O:32])=[CH:27][CH:26]=2)[CH2:17]1)=O)(C)(C)C.[ClH:48]>O1CCOCC1>[ClH:48].[Cl-:48].[NH2:15][CH:16]1[CH2:21][CH2:20][CH2:19][N+:18]([CH2:35][CH2:36][CH2:37][C:38]2[CH:39]=[CH:40][C:41]([C:44]([O:46][CH3:47])=[O:45])=[CH:42][CH:43]=2)([CH2:22][CH2:23][CH2:24][C:25]2[CH:26]=[CH:27][C:28]([C:31]([O:33][CH3:34])=[O:32])=[CH:29][CH:30]=2)[CH2:17]1 |f:0.1,4.5.6|. Procedure: 3-tert-butoxycarbonylamino-1,1-bis-[3-(4-methoxycarbonyl-phenyl)-propyl]-piperidinium trifluoroacetate (200 mg, 0.3 mmol) is dissolved in dioxane (10 ml), a 4 M solution of HCl in dioxane (10 ml, 40 mmol) is added, stirred at room temperature overnight and concentrated in vacuo. LC (method F): tR=1.49 min; Mass spectrum (ESI+): m/z=453 [M]+. Starting materials: N1(CCCC1)C(=O)C1NCCCC1O (2-(pyrrolidin-1-yl)carbonyl-3-hydroxy piperidine), [H-].[H-].[H-].[H-].[Li+].[Al+3] (LiAlH4). Solvent: C1CCOC1 (THF). The product is N1(CCCC1)CC1NCCCC1O (2-(pyrrolidin-1-yl)methyl-3-hydroxy piperidine). Yield: 65.1%. RXN SMILES: [N:1]1([C:6]([CH:8]2[CH:13]([OH:14])[CH2:12][CH2:11][CH2:10][NH:9]2)=O)[CH2:5][CH2:4][CH2:3][CH2:2]1.[H-].[H-].[H-].[H-].[Li+].[Al+3]>C1COCC1>[N:1]1([CH2:6][CH:8]2[CH:13]([OH:14])[CH2:12][CH2:11][CH2:10][NH:9]2)[CH2:5][CH2:4][CH2:3][CH2:2]1 |f:1.2.3.4.5.6|. Procedure details: By reducing 5 g (0.025 moles) of 2-(pyrrolidin-1-yl)carbonyl-3-hydroxy piperidine, with 1.2 g (0.025 moles) of LiAlH4 in 100 ml of dry THF, using an alkaline work-up, 3 g of the title compound were obtained. Starting materials: C(C)OP(=O)(OCC)CCCCCCCCC(C(C(C(F)(F)F)(F)F)(F)F)(F)F (1-(diethylphosphono)-8-(nonafluorobutyl)octane), Br[Si](C)(C)C (bromotrimethylsilane). Solvent: ClCCl (dichloromethane). Run at time 18 hour. Product: P(=O)(O)(O)CCCCCCCCC(C(C(C(F)(F)F)(F)F)(F)F)(F)F (1-phosphono-8-(nonafluorobutyl)octane). Isolated yield 75.6%. Reaction SMILES: C([O:3][P:4]([CH2:9][CH2:10][CH2:11][CH2:12][CH2:13][CH2:14][CH2:15][CH2:16][C:17]([F:29])([F:28])[C:18]([F:27])([F:26])[C:19]([F:25])([F:24])[C:20]([F:23])([F:22])[F:21])([O:6]CC)=[O:5])C.Br[Si](C)(C)C>ClCCl>[P:4]([CH2:9][CH2:10][CH2:11][CH2:12][CH2:13][CH2:14][CH2:15][CH2:16][C:17]([F:28])([F:29])[C:18]([F:26])([F:27])[C:19]([F:24])([F:25])[C:20]([F:21])([F:22])[F:23])([OH:5])([OH:6])=[O:3]. Procedure details: To a solution of 7.03 g of 1-(diethylphosphono)-8-(nonafluorobutyl)octane in 30 mL of dichloromethane was added 6.12 g of bromotrimethylsilane. After 18 hr at room temperature, the solution was concentrated to a pale yellow liquid, and the intermediate silylphosphonate ester was dissolved in 150 mL of methanol. The resultant solution was stirred at room temperature for 30 min and concentrated to a white solid. Dissolution in methanol and concentration were repeated two times, and two recrystalli...